Dataset: the Open Reaction Database (ORD), a public repository of structured organic reaction records. Task: describe an organic reaction: reactants, conditions, products, and yield Starting materials: Cl (Hydrogen chloride), C(C)(C)(C)OC(NC1=NN(C=C1C1=CC=C(C=C1)CC(C=1NC=C(N1)CC(CC)(C)C)NC(C)=O)C)=O (tert-butyl[4-(4-{2-(acetylamino)-2-[4-(2,2-dimethylbutyl)-1H-imidazol-2-yl]ethyl}phenyl)-1-methyl-1H-pyrazol-3-yl]carbamate). The solvent is CO (methanol). Reaction conditions: temperature 70 celsius, time 1 hour. The product is NC1=NN(C=C1C1=CC=C(C=C1)CC(C=1NC=C(N1)CC(CC)(C)C)NC(C)=O)C (N-{2-[4-(3-amino-1-methyl-1H-pyrazol-4-yl)phenyl]-1-[4-(2,2-dimethylbutyl)-1H-imidazol-2-yl]ethyl}acetamide). Reaction SMILES: Cl.C(OC(=O)[NH:8][C:9]1[C:13]([C:14]2[CH:19]=[CH:18][C:17]([CH2:20][CH:21]([NH:33][C:34](=[O:36])[CH3:35])[C:22]3[NH:23][CH:24]=[C:25]([CH2:27][C:28]([CH3:32])([CH3:31])[CH2:29][CH3:30])[N:26]=3)=[CH:16][CH:15]=2)=[CH:12][N:11]([CH3:37])[N:10]=1)(C)(C)C>CO>[NH2:8][C:9]1[C:13]([C:14]2[CH:15]=[CH:16][C:17]([CH2:20][CH:21]([NH:33][C:34](=[O:36])[CH3:35])[C:22]3[NH:23][CH:24]=[C:25]([CH2:27][C:28]([CH3:32])([CH3:31])[CH2:29][CH3:30])[N:26]=3)=[CH:18][CH:19]=2)=[CH:12][N:11]([CH3:37])[N:10]=1. Procedure: Hydrogen chloride (4 M in 1,4-dioxane) (1 mL, 4 mmol) was added to an ambient temperature solution of tert-butyl[4-(4-{2-(acetylamino)-2-[4-(2,2-dimethylbutyl)-1H-imidazol-2-yl]ethyl}phenyl)-1-methyl-1H-pyrazol-3-yl]carbamate (Example 51) (4.2 mg, 0.01 mmol) in methanol (2 mL). After stirring at 70° C. for 1 h, volatiles were removed in vacuo. The residue was partitioned between methanol/ethyl acetate and 10% aqueous sodium hydroxide. The aqueous phase was extracted with ethyl acetate. The combi...